This data is from the Open Reaction Database (ORD), a public repository of structured organic reaction records. The task is: describe an organic reaction: reactants, conditions, products, and yield Starting materials: CN(C)C=O, C[Si](C)(C)Cl, C#CCC(O)(CCCC)C(=C)F, O, c1c[nH]cn1. Yields the product C#CCC(CCCC)(O[Si](C)(C)C)C(=C)F. Reaction SMILES: [CH3:18][N:19]([CH3:20])[CH:21]=[O:22].[Cl:23][Si:24]([CH3:25])([CH3:26])[CH3:27].[F:1][C:2](=[CH2:3])[C:4]([CH2:5][C:6]#[CH:7])([CH2:8][CH2:9][CH2:10][CH3:11])[OH:12].[OH2:28].[nH:13]1[cH:14][cH:15][n:16][cH:17]1>>[F:1][C:2](=[CH2:3])[C:4]([CH2:5][C:6]#[CH:7])([CH2:8][CH2:9][CH2:10][CH3:11])[O:12][Si:24]([CH3:25])([CH3:26])[CH3:27]. Starting materials: CNC, CCO, CSC(=C[N+](=O)[O-])NCc1ccc(Cl)cc1. Yields the product CN(C)C(=C[N+](=O)[O-])NCc1ccc(Cl)cc1. Reaction SMILES: [CH3:17][NH:18][CH3:19].[CH3:20][CH2:21][OH:22].[Cl:1][c:2]1[cH:3][cH:4][c:5]([CH2:6][NH:7][C:8](=[CH:9][N+:10](=[O:11])[O-:12])[S:13][CH3:14])[cH:15][cH:16]1>>[Cl:1][c:2]1[cH:3][cH:4][c:5]([CH2:6][NH:7][C:8](=[CH:9][N+:10](=[O:11])[O-:12])[N:18]([CH3:17])[CH3:19])[cH:15][cH:16]1. The reactants are Cl.C(C)N=C=N (N′-ethylcarbodiimide hydrochloride), C(C)(C)(C)OC(=O)N(C)[C@@H](C(=O)O)CC1=CC2=CC=CC=C2C=C1 ((2R)-2-(N-(tert-butoxycarbonyl)-N-methylamino)-3-(2-naphthyl)-propioni acid), ON1N=NC2=C1N=CC=C2 (1-hydroxy-7-azabenzotriazole), CN(C)CC1CCN(CC1)C([C@@H](CC1=CC=CC=C1)NC)=O ((2R)-1-(4-((dimethylamino)methyl)piperidin-1-yl)-2-(methylamino)-3-phenylpropan-1-one), C(C)N(C(C)C)C(C)C (ethyldiisopropylamine). The solvent is C(C)(=O)OCC (ethyl acetate), ClCCl (dichloromethane), CN(C=O)C (N,N-dimethyformamide), ClCCl (dichloromethane), CN(C=O)C (N,N-dimethylformamide). Run at time 20 minute. Product: C(C)(C)(C)OC(NC)=O (N-methylcarbamic acid tert-butyl ester). RXN SMILES: Cl.C(N=C=N)C.[C:7]([O:11][C:12]([N:14]([C@H](CC1C=CC2C(=CC=CC=2)C=1)C(O)=O)[CH3:15])=[O:13])([CH3:10])([CH3:9])[CH3:8].ON1C2N=CC=CC=2N=N1.CN(CC1CCN(C(=O)[C@H](NC)CC2C=CC=CC=2)CC1)C.C(N(C(C)C)C(C)C)C>ClCCl.CN(C)C=O.C(OCC)(=O)C>[C:7]([O:11][C:12](=[O:13])[NH:14][CH3:15])([CH3:10])([CH3:9])[CH3:8] |f:0.1|. Procedure details: At 0° C., N-3-dimethylaminopropyl)-N′-ethylcarbodiimide hydrochloride (416 mg, 2.17 mmol) was added to a solution of (2R)-2-(N-(tert-butoxycarbonyl)-N-methylamino)-3-(2-naphthyl)-propioni acid (715 mg, 2.17 mmol) and 1-hydroxy-7-azabenzotriazole (296 mg, 2.17 mmol) in dichloromethane (20 ml) and N,N-dimethyformamide (10 ml). The reaction mixture was stirred for 20 min at 0° c. A solution of (2R)-1-(4-((dimethylamino)methyl)piperidin-1-yl)-2-(methylamino)-3-phenylpropan-1-one (659 mg, 2.17 mmol) ... The reactants are N([C@H](CC1=CN(C2=CC=CC=C12)C=O)C(=O)O)C(=O)OC(C)(C)C (Boc-D-Trp(CHO)-OH), C=1C=CC2=C(C1)N=NN2O (HOBT), CCN=C=NCCCN(C)C.Cl (WSC.HCl), C(=O)(C(F)(F)F)O (TFA), ice, N([C@@H](CC1=CC=CC=C1)C(=O)N(CC)CC1=CC=CC=C1)C(=O)OC(C)(C)C (Boc-Phe-NEtBzl), C1(=CC=CC=C1)OC (anisole). Solvent: C(Cl)Cl (methylene chloride). Yields the product N([C@H](CC1=CN(C2=CC=CC=C12)C=O)C(=O)N[C@@H](CC1=CC=CC=C1)C(=O)N(CC)CC1=CC=CC=C1)C(=O)OC(C)(C)C (Boc-D-Trp(CHO)-Phe-NEtBzl). As a reaction SMILES: N(C(OC(C)(C)C)=O)[C@H](C(N(CC1C=CC=CC=1)CC)=O)[CH2:3][C:4]1[CH:9]=[CH:8][CH:7]=[CH:6][CH:5]=1.[C:29]1(OC)[CH:34]=[CH:33][CH:32]=[CH:31][CH:30]=1.[C:37](O)([C:39](F)(F)F)=[O:38].[NH:44]([C:61]([O:63][C:64]([CH3:67])([CH3:66])[CH3:65])=[O:62])[C@@H:45]([C:58](O)=[O:59])[CH2:46][C:47]1[C:55]2[C:50](=[CH:51][CH:52]=[CH:53][CH:54]=2)[N:49]([CH:56]=[O:57])[CH:48]=1.C1C=CC2N(O)N=[N:74]C=2C=1.[CH3:78][CH2:79][N:80]=[C:81]=NCCCN(C)C.Cl>C(Cl)Cl>[NH:44]([C:61]([O:63][C:64]([CH3:67])([CH3:65])[CH3:66])=[O:62])[C@@H:45]([C:58]([NH:74][C@H:39]([C:37]([N:80]([CH2:81][C:29]1[CH:30]=[CH:31][CH:32]=[CH:33][CH:34]=1)[CH2:79][CH3:78])=[O:38])[CH2:3][C:4]1[CH:5]=[CH:6][CH:7]=[CH:8][CH:9]=1)=[O:59])[CH2:46][C:47]1[C:55]2[C:50](=[CH:51][CH:52]=[CH:53][CH:54]=2)[N:49]([CH:56]=[O:57])[CH:48]=1 |f:5.6|. Procedure: To an ice-cooled solution of Boc-Phe-NEtBzl (3.95 g) and anisole (4 ml) in methylene chloride (16 ml) was added TFA (16 ml). The solution was stirred for an hour at room temperature. After evaporation, addition and re-evaporation of 4N-HCl/DOX (5 ml) were repeated twice. The residue was dissolved in DMF (40 ml), and the solution was ice-cooled and neutralized with triethylamine (1.39 ml). To the solution containing H-Phe-NEtBzl obtained was added Boc-D-Trp(CHO)-OH (3.32 g), HOBT (1.35 g) and WSC... The reactants are [OH-].C[N+](C)(C)C.CO (tetramethylammonium hydroxide methanol), C1(=CC=CC=C1O)C (o-cresol). Product: C[N+](C)(C)C.COC1=C(C=CC=C1)[O-].C(C)(C)O (tetramethylammonium 2-methoxyphenolate isopropanol). Isolated yield 200.0%. As a reaction SMILES: [OH-:1].[CH3:2][N+:3]([CH3:6])([CH3:5])[CH3:4].[CH3:7]O.[C:9]1(C)[C:14]([OH:15])=[CH:13][CH:12]=[CH:11][CH:10]=1>>[CH3:2][N+:3]([CH3:6])([CH3:5])[CH3:4].[CH3:7][O:1][C:9]1[CH:10]=[CH:11][CH:12]=[CH:13][C:14]=1[O-:15].[CH:14]([OH:15])([CH3:9])[CH3:13] |f:0.1.2,4.5.6|. Procedure: To 5.28 ml of a commercially available 10% tetramethylammonium hydroxide-methanol solution (manufactured by TOKYO KASEI; 5.13 mmole equivalents) was added 0.555 g of o-cresol (5.13 mmoles). About 7 ml of a tetramethylammonium-2-methoxyphenolate-isopropanol solution (containing 5.13 mmoles of o-cresol) was obtained in the same manner as in Operation 1 in Example 4.